Dataset: the Open Reaction Database (ORD), a public repository of structured organic reaction records. Task: describe an organic reaction: reactants, conditions, products, and yield Reactants: COC(CC1=CC(=CC=C1)NC(=O)C=1OC(=CC1)Br)=O ({3-[(5-Bromo-furan-2-carbonyl)-amino]-phenyl}-acetic acid methyl ester), C(C)(=O)C=1C=C(C=CC1)B(O)O (3-acetyl-phenylboronic acid). The product is COC(CC1=CC(=CC=C1)NC(=O)C=1OC(=CC1)C1=CC(=CC=C1)C(C)=O)=O ((3-{[5-(3-Acetyl-phenyl)-furan-2-carbonyl]-amino}-phenyl)-acetic acid methyl ester). Reaction SMILES: [CH3:1][O:2][C:3](=[O:20])[CH2:4][C:5]1[CH:10]=[CH:9][CH:8]=[C:7]([NH:11][C:12]([C:14]2[O:15][C:16](Br)=[CH:17][CH:18]=2)=[O:13])[CH:6]=1.[C:21]([C:24]1[CH:25]=[C:26](B(O)O)[CH:27]=[CH:28][CH:29]=1)(=[O:23])[CH3:22]>>[CH3:1][O:2][C:3](=[O:20])[CH2:4][C:5]1[CH:10]=[CH:9][CH:8]=[C:7]([NH:11][C:12]([C:14]2[O:15][C:16]([C:28]3[CH:27]=[CH:26][CH:25]=[C:24]([C:21](=[O:23])[CH3:22])[CH:29]=3)=[CH:17][CH:18]=2)=[O:13])[CH:6]=1. Procedure details: Methyl ester (16) (100 mg, 0.30 mmol) was coupled to 3-acetyl-phenylboronic acid (53 mg, 0.33 mmol) using Method E. The crude compound was purified by column chromatography, eluting in 17% EtOAc in heptane to give the title compound. Starting materials: FC(C(=O)O)(F)F.NCC1=C2OC=3C(=C(C=CC3C(C2=CC=C1OC)(C)C)OC)CC(=O)OCC1=CC=CC=C1 (benzyl 5-aminomethyl-3,6-dimethoxy-9,9-dimethylxanthene-4-acetate trifluoroacetate). The reagents and catalysts are [Pd] (palladium/charcoal). The solvent is CO (methanol). Product: FC(C(=O)O)(F)F.NCC1=C2OC=3C(=C(C=CC3C(C2=CC=C1OC)(C)C)OC)CC(=O)O (5-aminomethyl-3,6-dimethoxy-9,9-dimethylxanthene-4-acetic acid trifluoroacetate). The yield is 95.3%. As a reaction SMILES: [F:1][C:2]([F:7])([F:6])[C:3]([OH:5])=[O:4].[NH2:8][CH2:9][C:10]1[C:23]([O:24][CH3:25])=[CH:22][CH:21]=[C:20]2[C:11]=1[O:12][C:13]1[C:14]([CH2:30][C:31]([O:33]CC3C=CC=CC=3)=[O:32])=[C:15]([O:28][CH3:29])[CH:16]=[CH:17][C:18]=1[C:19]2([CH3:27])[CH3:26]>CO.[Pd]>[F:1][C:2]([F:7])([F:6])[C:3]([OH:5])=[O:4].[NH2:8][CH2:9][C:10]1[C:23]([O:24][CH3:25])=[CH:22][CH:21]=[C:20]2[C:11]=1[O:12][C:13]1[C:14]([CH2:30][C:31]([OH:33])=[O:32])=[C:15]([O:28][CH3:29])[CH:16]=[CH:17][C:18]=1[C:19]2([CH3:27])[CH3:26] |f:0.1,4.5|. Procedure details: A solution of 2 g (3.56 mmol) of benzyl 5-aminomethyl-3,6-dimethoxy-9,9-dimethylxanthene-4-acetate trifluoroacetate in 70 ml of methanol was stirred at room temperature under hydrogen in the presence of 200 mg of palladium/charcoal (10%). After 30 minutes the catalyst was filtered off and the filtrate was concentrated. The residue was washed with ether and dried, whereby 1.6 g of 5-aminomethyl-3,6-dimethoxy-9,9-dimethylxanthene-4-acetic acid trifluoroacetate of m.p. 178°-184° (dec.) were obtaine...